Task: describe an organic reaction: reactants, conditions, products, and yield. Dataset: the Open Reaction Database (ORD), a public repository of structured organic reaction records Product: CC(C)(NC1CC(c2cccc(OC(F)(F)F)c2)N(c2ccc(OC(F)(F)F)cc2)C1=O)c1cccc(C(F)(F)F)n1. The reactants are [BH3-]C#N, CC(=O)O, Cc1ccccc1, CC(C)(N)c1cccc(C(F)(F)F)n1, CC(C)(NC1=CC(c2cccc(OC(F)(F)F)c2)N(c2ccc(OC(F)(F)F)cc2)C1=O)c1cccc(C(F)(F)F)n1, CC(C)(NC1CC(c2ccccc2)N(c2ccc(OC(F)(F)F)cc2)C1=O)c1cccc(C(F)(F)F)n1, [Na+], O, O=C(O)C(F)(F)F. Reaction SMILES: [C:101]([BH3-:102])#[N:103].[C:113]([OH:114])(=[O:115])[CH3:116].[CH3:105][c:106]1[cH:107][cH:108][cH:109][cH:110][cH:111]1.[CH3:45][C:46]([NH2:47])([c:48]1[cH:49][cH:50][cH:51][c:52]([C:53]([F:54])([F:55])[F:56])[n:57]1)[CH3:58].[CH3:59][C:60]([CH3:61])([c:62]1[n:63][c:64]([C:68]([F:69])([F:70])[F:71])[cH:65][cH:66][cH:67]1)[NH:72][C:73]1=[CH:77][CH:76]([c:78]2[cH:79][c:80]([O:84][C:85]([F:86])([F:87])[F:88])[cH:81][cH:82][cH:83]2)[N:75]([c:89]2[cH:90][cH:91][c:92]([O:95][C:96]([F:97])([F:98])[F:99])[cH:93][cH:94]2)[C:74]1=[O:100].[CH3:8][C:9]([NH:10][CH:11]1[CH2:12][CH:13]([c:14]2[cH:15][cH:16][cH:17][cH:18][cH:19]2)[N:20]([c:21]2[cH:22][cH:23][c:24]([O:25][C:26]([F:27])([F:28])[F:29])[cH:30][cH:31]2)[C:32]1=[O:33])([c:34]1[cH:35][cH:36][cH:37][c:38]([C:39]([F:40])([F:41])[F:42])[n:43]1)[CH3:44].[Na+:104].[OH2:112].[OH:1][C:2]([C:3]([F:4])([F:5])[F:6])=[O:7]>>[CH3:59][C:60]([CH3:61])([c:62]1[n:63][c:64]([C:68]([F:69])([F:70])[F:71])[cH:65][cH:66][cH:67]1)[NH:72][CH:73]1[C:74](=[O:100])[N:75]([c:89]2[cH:90][cH:91][c:92]([O:95][C:96]([F:97])([F:98])[F:99])[cH:93][cH:94]2)[CH:76]([c:78]2[cH:79][c:80]([O:84][C:85]([F:86])([F:87])[F:88])[cH:81][cH:82][cH:83]2)[CH2:77]1.